Dataset: the Open Reaction Database (ORD), a public repository of structured organic reaction records. Task: describe an organic reaction: reactants, conditions, products, and yield Starting materials: C(C)(C)OC(=O)N1C2=C(C(CCC1)N(CC1=CC(=CC(=C1)C(F)(F)F)C(F)(F)F)C(C)=O)C=CC(=C2)Br (isopropyl-5-[acetyl-(3,5-bistrifluoromethylbenzyl)amino]-8-bromo-2,3,4,5-tetrahydrobenzo[b]azepine-1-carboxylate), C([O-])([O-])=O.[Cs+].[Cs+] (cesium carbonate), CO (methanol). Reagents/catalysts: C(C)(=O)[O-].[Pd+2].C(C)(=O)[O-] (palladium acetate), C(C)(C)(C)P(C1=C(C=CC=C1)C1=C(C=C(C=C1C(C)C)C(C)C)C(C)C)C(C)(C)C (2-di-tert-butylphosphino-2′,4′,6′-triisopropylbiphenyl). Solvent: C(C)(=O)OCC (ethyl acetate), C1(=CC=CC=C1)C (toluene). The product is C(C)(=O)N(C1C2=C(N(CCC1)C(=O)OC(C)C)C=C(C=C2)OC)CC2=CC(=CC(=C2)C(F)(F)F)C(F)(F)F (Isopropyl 5-[acetyl-(3,5-bistrifluoromethylbenzyl)amino]-8-methoxy-2,3,4,5-tetrahydrobenzo[b]azepine-1-carboxylate). The yield is 30.5%. Reaction SMILES: [CH:1]([O:4][C:5]([N:7]1[CH2:13][CH2:12][CH2:11][CH:10]([N:14]([C:30](=[O:32])[CH3:31])[CH2:15][C:16]2[CH:21]=[C:20]([C:22]([F:25])([F:24])[F:23])[CH:19]=[C:18]([C:26]([F:29])([F:28])[F:27])[CH:17]=2)[C:9]2[CH:33]=[CH:34][C:35](Br)=[CH:36][C:8]1=2)=[O:6])([CH3:3])[CH3:2].[C:38](=O)([O-])[O-:39].[Cs+].[Cs+].CO>C1(C)C=CC=CC=1.C(OCC)(=O)C.C([O-])(=O)C.[Pd+2].C([O-])(=O)C.C(P(C(C)(C)C)C1C=CC=CC=1C1C(C(C)C)=CC(C(C)C)=CC=1C(C)C)(C)(C)C>[C:30]([N:14]([CH2:15][C:16]1[CH:21]=[C:20]([C:22]([F:25])([F:24])[F:23])[CH:19]=[C:18]([C:26]([F:29])([F:28])[F:27])[CH:17]=1)[CH:10]1[CH2:11][CH2:12][CH2:13][N:7]([C:5]([O:4][CH:1]([CH3:3])[CH3:2])=[O:6])[C:8]2[CH:36]=[C:35]([O:39][CH3:38])[CH:34]=[CH:33][C:9]1=2)(=[O:32])[CH3:31] |f:1.2.3,7.8.9|. Procedure: Combine isopropyl-5-[acetyl-(3,5-bistrifluoromethylbenzyl)amino]-8-bromo-2,3,4,5-tetrahydrobenzo[b]azepine-1-carboxylate (0.100 g, 0.168 mmol), palladium acetate (0.001 g, 0.0033 mmol), 2-di-tert-butylphosphino-2′,4′,6′-triisopropylbiphenyl (0.002 g, 0.0041 mmol), cesium carbonate (0.082 g, 0.252 mmol), and methanol (0.03 mL, 0.67 mmol) in toluene (1 mL) in a 10 mL microwave vessel and irradiate the mixture at 110° C. for 30 min (45 W). Dilute the mixture with ethyl acetate (20 mL), filter throu...